Dataset: the Open Reaction Database (ORD), a public repository of structured organic reaction records. Task: describe an organic reaction: reactants, conditions, products, and yield Starting materials: BrC(C(=O)OC)C(CC(C(C)(C)C)NC1=NC(=NC=C1F)C1=CNC2=NC=C(C=C21)F)Br (methyl 2,3-dibromo-5-((5-fluoro-2-(5-fluoro-1H-pyrrolo[2,3-b]pyridin-3-yl)pyrimidin-4-yl)amino)-6,6-dimethylheptanoate), BrC(C(=O)OC)C(CC(C(C)(C)C)NC1=NC(=NC=C1F)C1=CNC2=NC=C(C=C21)F)Br ((+/−)-methyl 2,3-dibromo-5-((5-fluoro-2-(5-fluoro-1H-pyrrolo[2,3-b]pyridin-3-yl)pyrimidin-4-yl)amino)-6,6-dimethylheptanoate), CC(=O)O (AcOH), [OH-].[Na+] (NaOH), ONC(=O)N (hydroxyurea). The solvent is CO (MeOH), O (water). The product is FC=1C(=NC(=NC1)C1=CNC2=NC=C(C=C21)F)NC(CC2=CC(=NO2)O)C(C)(C)C ((+/−)-5-(2-((5-fluoro-2-(5-fluoro-1H-pyrrolo[2,3-b]pyridin-3-yl)pyrimidin-4-yl)amino)-3,3-dimethylbutyl)isoxazol-3-ol). RXN SMILES: [OH-].[Na+].[OH:3][NH:4][C:5](N)=[O:6].Br[CH:9]([CH:14](Br)[CH2:15][CH:16]([NH:21][C:22]1[C:27]([F:28])=[CH:26][N:25]=[C:24]([C:29]2[C:37]3[C:32](=[N:33][CH:34]=[C:35]([F:38])[CH:36]=3)[NH:31][CH:30]=2)[N:23]=1)[C:17]([CH3:20])([CH3:19])[CH3:18])C(OC)=O.CC(O)=O>O.CO>[F:28][C:27]1[C:22]([NH:21][CH:16]([C:17]([CH3:20])([CH3:19])[CH3:18])[CH2:15][C:14]2[O:3][N:4]=[C:5]([OH:6])[CH:9]=2)=[N:23][C:24]([C:29]2[C:37]3[C:32](=[N:33][CH:34]=[C:35]([F:38])[CH:36]=3)[NH:31][CH:30]=2)=[N:25][CH:26]=1 |f:0.1|. Procedure: To a solution of NaOH (0.015 g) dissolved in water (0.410 mL) was added hydroxyurea (0.008 g, 0.100 mmol). The resulting mixture was stirred for 30 minutes before the dropwise addition of methyl 2,3-dibromo-5-((5-fluoro-2-(5-fluoro-1H-pyrrolo[2,3-b]pyridin-3-yl)pyrimidin-4-yl)amino)-6,6-dimethylheptanoate, 85a, (0.064 g, 0.110 mmol) in MeOH (0.150 mL). The solution was stirred for 6 hours before the addition of AcOH (0.031 mL). The residue was purified by reverse phase preparative HPLC to afford... RXN SMILES: [O:28]1[CH2:29][CH2:30][N:31]([CH2:34][CH2:35][NH2:36])[CH2:32][CH2:33]1.[nH:1]1[n:2][cH:3][c:4]2[c:5](-[c:10]3[n:11][c:12]([N:22]4[CH2:23][CH2:24][O:25][CH2:26][CH2:27]4)[c:13]4[c:14]([n:15]3)[cH:16][c:17]([C:19](=[O:20])[OH:21])[s:18]4)[cH:6][cH:7][cH:8][c:9]12>>[nH:1]1[n:2][cH:3][c:4]2[c:5](-[c:10]3[n:11][c:12]([N:22]4[CH2:23][CH2:24][O:25][CH2:26][CH2:27]4)[c:13]4[c:14]([n:15]3)[cH:16][c:17]([C:19](=[O:21])[NH:36][CH2:35][CH2:34][N:31]3[CH2:30][CH2:29][O:28][CH2:33][CH2:32]3)[s:18]4)[cH:6][cH:7][cH:8][c:9]12. Yields the product O=C(NCCN1CCOCC1)c1cc2nc(-c3cccc4[nH]ncc34)nc(N3CCOCC3)c2s1. Starting materials: NCCN1CCOCC1, O=C(O)c1cc2nc(-c3cccc4[nH]ncc34)nc(N3CCOCC3)c2s1. The reactants are BrC1=C(C=C(C=C1)C)N(C(C(C)C)=O)CCCOC (N-(2-bromo-5-methylphenyl)-N-(3-methoxypropyl)isobutyramide), 1,3-bis(2,6-Di-L-propylphenyl)imidazolium chloride, CC(C)([O-])C.[Na+] (sodium tert-butoxide). Reagents/catalysts: C(C)(=O)[O-].[Pd+2].C(C)(=O)[O-] (palladium(II) acetate). Run in O1CCOCC1 (dioxane), O1CCOCC1 (dioxane). Run at temperature 50 celsius, time 22 hour. The product is COCCCN1C(C(C2=CC=C(C=C12)C)(C)C)=O (1-(3-Methoxypropyl)-3,3,6-trimethyl-1,3-dihydroindol-2-one), SiO2. RXN SMILES: CC(C)([O-])C.[Na+].Br[C:8]1[CH:13]=[CH:12][C:11]([CH3:14])=[CH:10][C:9]=1[N:15]([CH2:21][CH2:22][CH2:23][O:24][CH3:25])[C:16](=[O:20])[CH:17]([CH3:19])[CH3:18]>O1CCOCC1.C([O-])(=O)C.[Pd+2].C([O-])(=O)C>[CH3:25][O:24][CH2:23][CH2:22][CH2:21][N:15]1[C:9]2[C:8](=[CH:13][CH:12]=[C:11]([CH3:14])[CH:10]=2)[C:17]([CH3:19])([CH3:18])[C:16]1=[O:20] |f:0.1,4.5.6|. Procedure: The solution, prepared under argon, of 0.226 g of 1,3-bis(2,6-Di-L-propylphenyl)imidazolium chloride, 0.116 g of palladium(II) acetate and 1.497 g of sodium tert-butoxide in 90 ml of dioxane is admixed with stirring with the solution of 3.34 g of N-(2-bromo-5-methylphenyl)-N-(3-methoxypropyl)isobutyramide in 10 ml of dioxane and stirred at 50° C. over 22 hours. The reaction mixture is cooled, poured onto ice-water (250 ml) and extracted with tert-butyl methyl ether (2×250 ml). The organic phases... Starting materials: C=O, OCCc1ccccc1, CC(=O)O, ClCCl. The product is c1ccc2c(c1)CCOC2. RXN SMILES: [CH2:10]=[O:11].[CH2:1]([CH2:2][c:3]1[cH:4][cH:5][cH:6][cH:7][cH:8]1)[OH:9].[CH3:12][C:13](=[O:14])[OH:15].[Cl:16][CH2:17][Cl:18]>>[CH2:1]1[CH2:2][c:3]2[cH:4][cH:5][cH:6][cH:7][c:8]2[CH2:10][O:9]1. Starting materials: C(C)(C)(C)NC(=O)C1=CN(C2=NC=C(N=C21)C2=NN(C1=CC=C(C=C21)OC(F)F)CC2CN(C2)C(=O)OC(C)(C)C)COCC[Si](C)(C)C (tert-butyl 3-((3-(7-(tert-butylcarbamoyl)-5-((2-(trimethylsilyl)ethoxy)methyl)-5H-pyrrolo[2,3-b]pyrazin-2-yl)-5-(difluoromethoxy)-1H-indazol-1-yl)methyl)azetidine-1-carboxylate), FC(C(=O)O)(F)F (trifluoroacetic acid). Solvent: ClCCl (dichloromethane). Conditions: time 1 hour. Product: C(C)(C)(C)NC(=O)C1=CNC2=NC=C(N=C21)C2=NN(C1=CC=C(C=C21)OC(F)F)CC2CNC2 (2-(1-azetidin-3-ylmethyl-5-difluoromethoxy-1H-indazol-3-yl)-5H-pyrrolo[2,3-b]pyrazine-7-carboxylic acid tert-butylamide). Yield: 41.1%. RXN SMILES: [C:1]([NH:5][C:6]([C:8]1[C:16]2[C:11](=[N:12][CH:13]=[C:14]([C:17]3[C:25]4[C:20](=[CH:21][CH:22]=[C:23]([O:26][CH:27]([F:29])[F:28])[CH:24]=4)[N:19]([CH2:30][CH:31]4[CH2:34][N:33](C(OC(C)(C)C)=O)[CH2:32]4)[N:18]=3)[N:15]=2)[N:10](COCC[Si](C)(C)C)[CH:9]=1)=[O:7])([CH3:4])([CH3:3])[CH3:2].FC(F)(F)C(O)=O>ClCCl>[C:1]([NH:5][C:6]([C:8]1[C:16]2[C:11](=[N:12][CH:13]=[C:14]([C:17]3[C:25]4[C:20](=[CH:21][CH:22]=[C:23]([O:26][CH:27]([F:28])[F:29])[CH:24]=4)[N:19]([CH2:30][CH:31]4[CH2:32][NH:33][CH2:34]4)[N:18]=3)[N:15]=2)[NH:10][CH:9]=1)=[O:7])([CH3:4])([CH3:2])[CH3:3]. Procedure: To a stirred solution of tert-butyl 3-((3-(7-(tert-butylcarbamoyl)-5-((2-(trimethylsilyl)ethoxy)methyl)-5H-pyrrolo[2,3-b]pyrazin-2-yl)-5-(difluoromethoxy)-1H-indazol-1-yl)methyl)azetidine-1-carboxylate (80 mg, 114 μmol) in dichloromethane (2 mL) was added trifluoroacetic acid (1 mL). After 15 h the mixture was concentrated in vacuo and the residue dissolved in 25 mL of a Jan. 10, 1960 mixture of ammonium hydroxide/methanol/dichloromethane. After 1 h, the mixture was concentrated in vacuo. Purifi... The reactants are C(C)(C)(C)C1=CC=C(C=C1)NC(C1=CC=C(C=C1)C1=NC=CC=C1[N+](=O)[O-])=O (N-(4-tert-butylphenyl)-4-(3-nitro-2-pyridinyl)benzamide), C(Cl)Cl (CH2Cl2). The reagents and catalysts are [Pd] (Pd/C). Solvent: CCO (EtOH). The product is NC=1C(=NC=CC1)C1=CC=C(C(=O)NC2=CC=C(C=C2)C(C)(C)C)C=C1 (4-(3-amino-2-pyridinyl)-N-(4-tert-butylphenyl)benzamide). Reaction SMILES: [C:1]([C:5]1[CH:10]=[CH:9][C:8]([NH:11][C:12](=[O:28])[C:13]2[CH:18]=[CH:17][C:16]([C:19]3[C:24]([N+:25]([O-])=O)=[CH:23][CH:22]=[CH:21][N:20]=3)=[CH:15][CH:14]=2)=[CH:7][CH:6]=1)([CH3:4])([CH3:3])[CH3:2].C(Cl)Cl>CCO.[Pd]>[NH2:25][C:24]1[C:19]([C:16]2[CH:15]=[CH:14][C:13]([C:12]([NH:11][C:8]3[CH:9]=[CH:10][C:5]([C:1]([CH3:2])([CH3:3])[CH3:4])=[CH:6][CH:7]=3)=[O:28])=[CH:18][CH:17]=2)=[N:20][CH:21]=[CH:22][CH:23]=1. Procedure details: The product from Example 2 (720 mg, 2.18 mmol) was hydrogenated (balloon apparatus) as a solution in 30 mL of 1:1 EtOH:CH2Cl2 over 10% Pd/C overnight at room temperature. The mixture was filtered through Celite and the filtrate was concentrated under reduced pressure to provide the title compound as a solid. 1H NMR (300 MHz, DMSO-d6) δ 10.22 (s, 1H), 8.04-8.08 (m, 2H), 7.95 (dd, J=4.4 Hz, 1.7 Hz, 1H), 7.70-7.84 (m, 2H), 7.36-7.40 (m, 2H), 7.19 (dd, J=8.2 Hz, 1.7 Hz, 1H), 7.11 (dd, J=8.1 Hz, 4.4 ... The reactants are CC(C)=O, Cl, [NH4+], [NH4+], O=P([O-])([O-])[O-], O=S(=O)([O-])[O-], CCCCC(C)CC(O)C=CC1C(SCCCCCC(=O)OC)=CCC1O. The product is CCCCC(C)CC(O)C=CC1C(SCCCCCC(=O)O)=CCC1O. Reaction SMILES: [CH3:41][C:42](=[O:43])[CH3:44].[ClH:33].[NH4+:34].[NH4+:35].[O-:28][P:29](=[O:30])([O-:31])[O-:32].[O-:36][S:37](=[O:38])(=[O:39])[O-:40].[OH:1][CH:2]1[CH2:3][CH:4]=[C:5]([S:6][CH2:7][CH2:8][CH2:9][CH2:10][CH2:11][C:12](=[O:13])[O:14][CH3:15])[CH:16]1[CH:17]=[CH:18][CH:19]([CH2:20][CH:21]([CH2:22][CH2:23][CH2:24][CH3:25])[CH3:26])[OH:27]>>[OH:1][CH:2]1[CH2:3][CH:4]=[C:5]([S:6][CH2:7][CH2:8][CH2:9][CH2:10][CH2:11][C:12](=[O:13])[OH:14])[CH:16]1[CH:17]=[CH:18][CH:19]([CH2:20][CH:21]([CH2:22][CH2:23][CH2:24][CH3:25])[CH3:26])[OH:27]. Reactants: CC1(C(C(CC(=C1)C)(C)C)C(CC(C)=O)=C)C (4-(2,2,4,6,6,-pentamethyl-3-cyclohexen-1-yl)-4-penten-2-one), C[O-].[Na+] (sodium methoxide). Solvent: CO (methanol). Reaction conditions: temperature 25 celsius, time 18 hour. Product: CC1(C(C(CC(=C1)C)(C)C)C(=CC(C)=O)C)C (4-(2,2,4,6,6 -pentamethyl-3-cyclohexen-1-yl)-3-penten-2-one). Yield: 86.7%. As a reaction SMILES: [CH3:1][C:2]1([CH3:17])[CH:7]=[C:6]([CH3:8])[CH2:5][C:4]([CH3:10])([CH3:9])[CH:3]1[C:11](=[CH2:16])[CH2:12][C:13](=[O:15])[CH3:14].C[O-].[Na+]>CO>[CH3:1][C:2]1([CH3:17])[CH:7]=[C:6]([CH3:8])[CH2:5][C:4]([CH3:9])([CH3:10])[CH:3]1[C:11]([CH3:16])=[CH:12][C:13](=[O:15])[CH3:14] |f:1.2|. Reported procedure: A mixture of 4-(2,2,4,6,6,-pentamethyl-3-cyclohexen-1-yl)-4-penten-2-one (1.50g, 0.0063 mol) methanol (30 mL) and sodium methoxide (0.02g) was stirred at 25° C. for 18 hr. The mixture was then heated at reflux for 3 hr. The mixture was cooled to 25° C. and most of the methanol was evaporated under reduced pressure. The residue was partitioned between ether (75 mL) and water (15 mL). The aqueous layer was extracted with ether (50 mL). The ether extracts were washed with saturated sodium bicarbona... The reactants are compound, SC1=NN=CN1C (3-mercapto-4-methyl-1,2,4-triazole), ClC1=NC=NC2=CC(=C(C=C12)I)F (4-chloro-7-fluoro-6-iodo-quinazoline), N1=C(SC2=NC=CC=C21)N (thiazolo[5,4-b]-pyridin-2-yl-amine). Yields the product CN1C(=NN=C1)SC=1C=C2C(=NC=NC2=CC1)NC=1SC2=NC=CC=C2N1 ([6-(4-Methyl-4H-[1,2,4]triazol-3-ylsulfanyl)-quinazolin-4-yl]-thiazolo[5,4-b]-pyridin-2-yl-amine). RXN SMILES: Cl[C:2]1[C:11]2[C:6](=[CH:7][C:8](F)=[C:9](I)[CH:10]=2)[N:5]=[CH:4][N:3]=1.[N:14]1[C:22]2[C:17](=[N:18][CH:19]=[CH:20][CH:21]=2)[S:16][C:15]=1[NH2:23].[SH:24][C:25]1[N:29]([CH3:30])[CH:28]=[N:27][N:26]=1>>[CH3:30][N:29]1[CH:28]=[N:27][N:26]=[C:25]1[S:24][C:9]1[CH:10]=[C:11]2[C:6](=[CH:7][CH:8]=1)[N:5]=[CH:4][N:3]=[C:2]2[NH:23][C:15]1[S:16][C:17]2[C:22]([N:14]=1)=[CH:21][CH:20]=[CH:19][N:18]=2. Reported procedure: The compound of Example 13 was manufactured by the same method as in Example 1, by a similar method thereto or by a combination of such a method with a conventional method using 4-chloro-7-fluoro-6-iodo-quinazoline, thiazolo[5,4-b]-pyridin-2-yl-amine and 3-mercapto-4-methyl-1,2,4-triazole. The reactants are CCOC(C)=O, CC(=O)[O-], [NH4+], C1=Cc2ncccc2CC1. Yields the product NC1CCc2cccnc2C1. Reaction SMILES: [CH3:16][CH2:17][O:18][C:19](=[O:20])[CH3:21].[CH3:2][C:3](=[O:4])[O-:5].[NH4+:1].[n:6]1[cH:7][cH:8][cH:9][c:10]2[c:15]1[CH:14]=[CH:13][CH2:12][CH2:11]2>>[NH2:1][CH:13]1[CH2:12][CH2:11][c:10]2[cH:9][cH:8][cH:7][n:6][c:15]2[CH2:14]1.